This data is from the Open Reaction Database (ORD), a public repository of structured organic reaction records. The task is: describe an organic reaction: reactants, conditions, products, and yield Reactants: BrC=1C=NC=CC1C(C)=O (1-(3-bromopyridin-4-yl)ethanone), CN1C(OC2=C1C=C(C=C2)B2OC(C(O2)(C)C)(C)C)=O (3-methyl-5-(4,4,5,5-tetramethyl-1,3,2-dioxaborolan-2-yl)benzo[d]oxazol-2(3H)-one), C([O-])([O-])=O.[Na+].[Na+] (sodium carbonate). The reagents and catalysts are C=1C=CC(=CC1)[P](C=2C=CC=CC2)(C=3C=CC=CC3)[Pd]([P](C=4C=CC=CC4)(C=5C=CC=CC5)C=6C=CC=CC6)([P](C=7C=CC=CC7)(C=8C=CC=CC8)C=9C=CC=CC9)[P](C=1C=CC=CC1)(C=1C=CC=CC1)C=1C=CC=CC1 (PalladiumTetrakis). Solvent: C1(=CC=CC=C1)C (toluene), C(C)O (ethanol). Reaction conditions: temperature 90 celsius. Product: C(C)(=O)C1=C(C=NC=C1)C=1C=CC2=C(N(C(O2)=O)C)C1 (5-(4-acetylpyridin-3-yl)-3-methylbenzo[d]oxazol-2(3H)-one). The yield is 55.2%. As a reaction SMILES: Br[C:2]1[CH:3]=[N:4][CH:5]=[CH:6][C:7]=1[C:8](=[O:10])[CH3:9].[CH3:11][N:12]1[C:16]2[CH:17]=[C:18](B3OC(C)(C)C(C)(C)O3)[CH:19]=[CH:20][C:15]=2[O:14][C:13]1=[O:30].C(=O)([O-])[O-].[Na+].[Na+]>C1(C)C=CC=CC=1.C(O)C.C1C=CC([P]([Pd]([P](C2C=CC=CC=2)(C2C=CC=CC=2)C2C=CC=CC=2)([P](C2C=CC=CC=2)(C2C=CC=CC=2)C2C=CC=CC=2)[P](C2C=CC=CC=2)(C2C=CC=CC=2)C2C=CC=CC=2)(C2C=CC=CC=2)C2C=CC=CC=2)=CC=1>[C:8]([C:7]1[CH:6]=[CH:5][N:4]=[CH:3][C:2]=1[C:18]1[CH:19]=[CH:20][C:15]2[O:14][C:13](=[O:30])[N:12]([CH3:11])[C:16]=2[CH:17]=1)(=[O:10])[CH3:9] |f:2.3.4,^1:50,52,71,90|. Reported procedure: A mixture of 1-(3-bromopyridin-4-yl)ethanone (50 mg, 0.250 mmol), 3-methyl-5-(4,4,5,5-tetramethyl-1,3,2-dioxaborolan-2-yl)benzo[d]oxazol-2(3H)-one (68.8 mg, 0.250 mmol), polymer bound PalladiumTetrakis (56.8 mg, 6.25 μmol) and sodium carbonate (250 μl, 0.500 mmol) in toluene (1 mL) and ethanol (1 mL) was heated to 90° C. in microwave for 45 min. After filtration through a pad of Na2SO4, the solvent was removed in vacuum. The residue was purified by flash column (MeOH—CH2Cl2, v/v, 1%-1.5%) and yi... Starting materials: ClC=1C=C(COC2=C(C=C(C(=O)O)C=C2)Cl)C=CC1 (4-(3-Chlorobenzyloxy)-3-chlorobenzoic acid), C(C(=O)Cl)(=O)Cl (oxalyl dichloride), resultant mixture. The reagents and catalysts are CN(C)C=O (DMF). Run in C1CCOC1 (THF). The product is ClC=1C=C(COC2=C(C=C(C(=O)Cl)C=C2)Cl)C=CC1 (4-(3-Chlorobenzyloxy)-3-chlorobenzoyl chloride). Reaction SMILES: [Cl:1][C:2]1[CH:3]=[C:4]([CH:17]=[CH:18][CH:19]=1)[CH2:5][O:6][C:7]1[CH:15]=[CH:14][C:10]([C:11](O)=[O:12])=[CH:9][C:8]=1[Cl:16].C(Cl)(=O)C([Cl:23])=O>C1COCC1.CN(C=O)C>[Cl:1][C:2]1[CH:3]=[C:4]([CH:17]=[CH:18][CH:19]=1)[CH2:5][O:6][C:7]1[CH:15]=[CH:14][C:10]([C:11]([Cl:23])=[O:12])=[CH:9][C:8]=1[Cl:16]. Reported procedure: To a solution of compound 27d (67 mg, 0.33 mmol) in THF (2 mL) was added oxalyl dichloride (43 pt, 0.50 mmol) dropwise at 0° C., followed by the addition of 2 drops of DMF. The resultant mixture was stirred at 0° C. for 3 h, and then was warmed up to room temperature over 18 h. The solvents were removed under reduced pressure. The resultant residue, crude compound 27e, was dried under reduced pressure for 2 h and used in the following step without further purification. Reactants: C1OC23[C@]4(C)[C@@H](CC2(OCCO3)OC1)[C@@H]1C\C(\C3CCCC[C@]3(C)[C@H]1CC4)=N/O (17,17-bis(ethylendioxy)-6(E)-hydroxyiminoandrostane), C(#N)[C@H]1C[C@H]2[C@@H]3CCC([C@@]3(C)CC[C@@H]2[C@]2(CCC(CC12)=O)C)=O (6α-cyanoandrostane-3,17-dione). The product is O\N=C\1/C[C@H]2[C@@H]3CCC([C@@]3(C)CC[C@@H]2[C@]2(CCC(CC12)=O)C)=O (6(E)-Hydroxyiminoandrostane-3,17-dione). Isolated yield 70.0%. As a reaction SMILES: C1CO[C:8]23OCCO[C:3]2([C@:4]2([CH2:27][CH2:26][C@H:25]4[C@@H:15]([CH2:16]/[C:17](=[N:28]\[OH:29])/[CH:18]5[C@:23]4([CH3:24])[CH2:22][CH2:21][CH2:20][CH2:19]5)[C@@H:6]2[CH2:7]3)[CH3:5])[O:2]1.C([C@@H]1C2[C@](C)(CCC(=[O:50])C2)[C@@H]2[C@H]([C@H]3[C@@](CC2)(C)C(=O)CC3)C1)#N>>[OH:29]/[N:28]=[C:17]1\[CH2:16][C@@H:15]2[C@@H:25]([C@:23]3([CH3:24])[CH:18]\1[CH2:19][C:20](=[O:50])[CH2:21][CH2:22]3)[CH2:26][CH2:27][C@@:4]1([CH3:5])[C@H:6]2[CH2:7][CH2:8][C:3]1=[O:2]. Procedure: The title compound II-at was prepared in 70% yield from 3,3:17,17-bis(ethylendioxy)-6(E)-hydroxyiminoandrostane by the procedure described above for the preparation of 6α-cyanoandrostane-3,17-dione (II-ac, Prepn. 3). The combined organic extracts were washed with H2O, dried over Na2SO4 and evaporated to dryness. The residue was purified by flash chromatography (SiO2, n-hexane/acetone 70/30). 1H-NMR (300 MHz, DMSO-d6, ppm from TMS): δ 10.61 (s, 1H), 3.29 (dd, 1H), 2.61-1.03 (m, 19H), 0.88 (s, 3H)... Reactants: solution, [N+](=[N-])=C (diazomethane), CC1=C(C(C(=O)O)=C(C=C1)C(CCCC(C(C(C(C(C1OC(CC1C)(C1OC(C(CC1)(O)CC)C)CC)CC)=O)C)O)C)=O)O (3-methyl-6-{7-ethyl-4-hydroxy-3,5-dimethyl-6-oxo-7-[5-ethyl-3-methyl-5-(5-ethyl-5-hydroxy-6-methyl-2-tetrahydropyranyl)-2-tetrahydrofuryl]heptyl}acetyl salicylic acid), [Na] (sodium), Cl (HCl). Solvent: CCOCC (ether). The product is CC1=C(C(C(=O)OC)=C(C=C1)C(CCCC(C(C(C(C(C1OC(CC1C)(C1OC(C(CC1)(O)CC)C)CC)CC)=O)C)O)C)=O)O (3-methyl-6-{7-ethyl-4-hydroxy-3,5-dimethyl-6-oxo-7-[5-ethyl-3-methyl-5-(5-ethyl-5-hydroxy-6-methyl-2-tetrahydropyranyl)-2-tetrahydrofuryl]heptyl}acetyl salicylic acid, methyl ester). Reaction SMILES: [CH3:1][C:2]1[CH:10]=[CH:9][C:8]([C:11](=[O:44])[CH2:12][CH2:13][CH2:14][CH:15]([CH3:43])[CH:16]([OH:42])[CH:17]([CH3:41])[C:18](=[O:40])[CH:19]([CH2:38][CH3:39])[CH:20]2[CH:24]([CH3:25])[CH2:23][C:22]([CH2:36][CH3:37])([CH:26]3[CH2:31][CH2:30][C:29]([CH2:33][CH3:34])([OH:32])[CH:28]([CH3:35])[O:27]3)[O:21]2)=[C:4]([C:5]([OH:7])=[O:6])[C:3]=1[OH:45].[Na].Cl.[N+](=[CH2:50])=[N-]>CCOCC>[CH3:1][C:2]1[CH:10]=[CH:9][C:8]([C:11](=[O:44])[CH2:12][CH2:13][CH2:14][CH:15]([CH3:43])[CH:16]([OH:42])[CH:17]([CH3:41])[C:18](=[O:40])[CH:19]([CH2:38][CH3:39])[CH:20]2[CH:24]([CH3:25])[CH2:23][C:22]([CH2:36][CH3:37])([CH:26]3[CH2:31][CH2:30][C:29]([CH2:33][CH3:34])([OH:32])[CH:28]([CH3:35])[O:27]3)[O:21]2)=[C:4]([C:5]([O:7][CH3:50])=[O:6])[C:3]=1[OH:45] |^1:45|. Reported procedure: 1.344 g (2 mole) of 3-methyl-6-{7-ethyl-4-hydroxy-3,5-dimethyl-6-oxo-7-[5-ethyl-3-methyl-5-(5-ethyl-5-hydroxy-6-methyl-2-tetrahydropyranyl)-2-tetrahydrofuryl]heptyl}acetyl salicylic acid, sodium salt was treated with ether (30 ml) and 1N HCl (30 ml). The mixture was shaken in a separatory funnel until all the starting material had dissolved. The ether layer was then washed twice with water and treated with 20 ml solution of ethereal diazomethane (5 mmole). After drying (Na2SO4), the solution was... The reactants are COC1=CC=C(C=C1)N1CCN(CC1)CCC1=CC=CC=C1 (1-(4-methoxyphenyl)-4-phenethylpiperazine), FC1=C(C=C(C(=C1)OC)F)N1CCN(CC1)S(=O)(=O)CCCCCCCC (4-(2,5-difluoro-4-methoxyphenyl)-1-(octylsulfonyl)piperazine). The product is FC1=C(C=C(C(=C1)O)F)N1CCN(CC1)S(=O)(=O)CCCCCCCC (4-(2,5-difluoro-4-hydroxyphenyl)-1-(octylsulfonyl)piperazine). The yield is 87.4%. As a reaction SMILES: COC1C=CC(N2CCN(CCC3C=CC=CC=3)CC2)=CC=1.[F:23][C:24]1[CH:29]=[C:28]([O:30]C)[C:27]([F:32])=[CH:26][C:25]=1[N:33]1[CH2:38][CH2:37][N:36]([S:39]([CH2:42][CH2:43][CH2:44][CH2:45][CH2:46][CH2:47][CH2:48][CH3:49])(=[O:41])=[O:40])[CH2:35][CH2:34]1>>[F:23][C:24]1[CH:29]=[C:28]([OH:30])[C:27]([F:32])=[CH:26][C:25]=1[N:33]1[CH2:38][CH2:37][N:36]([S:39]([CH2:42][CH2:43][CH2:44][CH2:45][CH2:46][CH2:47][CH2:48][CH3:49])(=[O:40])=[O:41])[CH2:35][CH2:34]1. Procedure details: Production Example 2 was repeated except that 1-(4-methoxyphenyl)-4-phenethylpiperazine was replaced with 4-(2,5-difluoro-4-methoxyphenyl)-1-(octylsulfonyl)piperazine (300 mg). The resulting crude product was purified on TLC (developer, hexane: ethyl acetate=11:5) to provide 4-(2,5-difluoro-4-hydroxyphenyl)-1-(octylsulfonyl)piperazine (253 mg). Reactants: O1C=CC2=C1C=CC(=C2)[C@H](C(=O)NC2=C(C=CC=C2)O)N[C@@H](CC(C)C)C(=O)OC (methyl N-{(1R)-1-(benzofuran-5-yl)-2-[(2-hydroxyphenyl)amino]-2-oxoethyl}-L-leucinate), C(=S)(N1C=NC=C1)N1C=NC=C1 (1,1′-thiocarbonyldiimidazole), [NH2+]1N=NC2=C1C=CC=C2 (1H-Benzotriazolium), tetrafluoroborate(1-), 3-oxide, CNC (dimethylamine). Run in ClCCl (dichloromethane), O (Water), O1CCCC1 (tetrahydrofuran). Run at time 18 hour. Yields the product O1C=CC2=C1C=CC(=C2)C(C(=O)N(C)C)N[C@@H](CC(C)C)C(=O)OC (methyl N-[1-(benzofuran-5-yl)-2-(dimethylamino)-2-oxoethyl]-L-leucinate). Yield: 40.5%. RXN SMILES: [O:1]1[C:5]2[CH:6]=[CH:7][C:8]([C@@H:10]([NH:21][C@H:22]([C:27]([O:29][CH3:30])=[O:28])[CH2:23][CH:24]([CH3:26])[CH3:25])[C:11]([NH:13][C:14]3C=CC=CC=3O)=[O:12])=[CH:9][C:4]=2[CH:3]=[CH:2]1.[C:31](N1C=CN=C1)(N1C=CN=C1)=S.[NH2+]1C2C=CC=CC=2N=N1.CNC>ClCCl.O1CCCC1.O>[O:1]1[C:5]2[CH:6]=[CH:7][C:8]([CH:10]([NH:21][C@H:22]([C:27]([O:29][CH3:30])=[O:28])[CH2:23][CH:24]([CH3:25])[CH3:26])[C:11]([N:13]([CH3:14])[CH3:31])=[O:12])=[CH:9][C:4]=2[CH:3]=[CH:2]1. Procedure: A solution of methyl N-{(1R)-1-(benzofuran-5-yl)-2-[(2-hydroxyphenyl)amino]-2-oxoethyl}-L-leucinate (410 mg) and 1,1′-thiocarbonyldiimidazole (196 mg) in dichloromethane (5 ml) was left to stand for 18 hours. Water (20 □l) was added to the reaction mixture and this was then stirred rapidly for 30 minutes. After this, 1H-Benzotriazolium, 1-[bis(dimethylamino)methylene]-, tetrafluoroborate(1-), 3-oxide (TBTU, 710 mg) and a solution of dimethylamine in tetrahydrofuran (3 ml of 2M solution) were add... Starting materials: CCOC(C(=O)OCC)O (Ethyl Glyoxylate Hemiacetal), C(C)OC(C(=O)OCC)NC(C=C)=O (ethyl acrylamidoglycolate ethyl ether), 29.5, C(C=C)(=O)N (acrylamide). Run at time 2.5 hour. Yields the product C(C=C)(=O)NC(C(=O)OCC)O (Ethyl Acrylamidoglycolate). Reaction SMILES: CCOC(O)C(OCC)=O.C(N)(=O)C=C.C([O:18][CH:19]([NH:25][C:26](=[O:29])[CH:27]=[CH2:28])[C:20]([O:22][CH2:23][CH3:24])=[O:21])C>>[C:26]([NH:25][CH:19]([OH:18])[C:20]([O:22][CH2:23][CH3:24])=[O:21])(=[O:29])[CH:27]=[CH2:28]. Procedure details: Ethyl glyoxylate hemiacetal obtained from Example A in the amount of 29.5 parts (0.2 mole) is employed along with 14.3 parts (0.2 mole) of acrylamide following the procedure of Example I. The reaction is run at 70°-85° C. for 2.5 hours. Analysis of the product by 13C NMR shows a 90% conversion with a 90% selectivity to ethyl acrylamidoglycolate ethyl ether are also found. Starting materials: O=C([O-])[O-], Cc1nc[nH]n1, CS(C)=O, COc1cc([N+](=O)[O-])c(F)cc1F, [K+], [K+]. Yields the product COc1cc([N+](=O)[O-])c(F)cc1-n1cnc(C)n1. Reaction SMILES: [C:20](=[O:21])([O-:22])[O-:23].[CH3:1][c:2]1[n:3][nH:4][cH:5][n:6]1.[CH3:26][S:27]([CH3:28])=[O:29].[F:7][c:8]1[c:9]([O:18][CH3:19])[cH:10][c:11]([N+:15](=[O:16])[O-:17])[c:12]([F:14])[cH:13]1.[K+:24].[K+:25]>>[CH3:1][c:2]1[n:3][n:4](-[c:8]2[c:9]([O:18][CH3:19])[cH:10][c:11]([N+:15](=[O:16])[O-:17])[c:12]([F:14])[cH:13]2)[cH:5][n:6]1. Reactants: O=C(O)CNC(=O)OCc1ccccc1, CN1C(=O)CN(N)C(c2ccccc2)c2cc(Cl)ccc21, CCOC(C)=O, C(=NC1CCCCC1)=NC1CCCCC1. Yields the product CN1C(=O)CN(NC(=O)CNC(=O)OCc2ccccc2)C(c2ccccc2)c2cc(Cl)ccc21. As a reaction SMILES: [CH2:1]([c:2]1[cH:3][cH:4][cH:5][cH:6][cH:7]1)[O:8][C:9](=[O:10])[NH:11][CH2:12][C:13](=[O:14])[OH:15].[CH3:31][N:32]1[C:33](=[O:51])[CH2:34][N:35]([NH2:50])[CH:36]([c:44]2[cH:45][cH:46][cH:47][cH:48][cH:49]2)[c:37]2[c:38]1[cH:39][cH:40][c:41]([Cl:43])[cH:42]2.[CH3:52][CH2:53][O:54][C:55](=[O:56])[CH3:57].[CH:16]1([N:17]=[C:18]=[N:19][CH:20]2[CH2:21][CH2:22][CH2:23][CH2:24][CH2:25]2)[CH2:26][CH2:27][CH2:28][CH2:29][CH2:30]1>>[CH2:1]([c:2]1[cH:3][cH:4][cH:5][cH:6][cH:7]1)[O:8][C:9](=[O:10])[NH:11][CH2:12][C:13](=[O:15])[NH:50][N:35]1[CH2:34][C:33](=[O:51])[N:32]([CH3:31])[c:38]2[c:37]([cH:42][c:41]([Cl:43])[cH:40][cH:39]2)[CH:36]1[c:44]1[cH:45][cH:46][cH:47][cH:48][cH:49]1. Reactants: N1(N=CC=C1)C1=CC=C(C=C1)C#CCO (3-[4-(1H-pyrazol-1-yl)phenyl]-2-propyn-1-ol). Reagents/catalysts: O=[Mn]=O (MnO2). Run in CC(=O)C (acetone). The product is N1(N=CC=C1)C1=CC=C(C=C1)C#CC=O (3-[4-(1H-pyrazol-1-yl)phenyl]-2-propynal). Isolated yield 27.0%. As a reaction SMILES: [N:1]1([C:6]2[CH:11]=[CH:10][C:9]([C:12]#[C:13][CH2:14][OH:15])=[CH:8][CH:7]=2)[CH:5]=[CH:4][CH:3]=[N:2]1>CC(C)=O.O=[Mn]=O>[N:1]1([C:6]2[CH:11]=[CH:10][C:9]([C:12]#[C:13][CH:14]=[O:15])=[CH:8][CH:7]=2)[CH:5]=[CH:4][CH:3]=[N:2]1. Procedure: A mixture of the compound from step A (0.71 g, 3.58 mmol) and MnO2 (3.10 g, 35.66 mmol) in acetone (40 mL) was heated to reflux for 3 h. The cooled reaction mixture was filtered through Celite and the filtrate was concentrated. Purification by chromatography (SiO2, 6:1 hexane/ethyl acetate) yielded 0.19 g (27%) of the title compound as an off-white solid. MS 197 (M+H)+.